From a dataset of the Open Reaction Database (ORD), a public repository of structured organic reaction records. describe an organic reaction: reactants, conditions, products, and yield Starting materials: CC(=O)c1cccs1, CN(C)CCC(O)c1cccs1, CNC, CC(C)O, Cl, Cl. The product is CN(C)CCC(=O)c1cccs1. Reaction SMILES: [C:13]([c:14]1[s:15][cH:16][cH:17][cH:18]1)(=[O:19])[CH3:20].[CH3:1][N:2]([CH2:3][CH2:4][CH:5]([c:6]1[s:7][cH:8][cH:9][cH:10]1)[OH:11])[CH3:12].[CH3:22][NH:23][CH3:24].[CH:26]([OH:27])([CH3:28])[CH3:29].[ClH:21].[ClH:25]>>[CH3:1][N:2]([CH2:3][CH2:4][C:5]([c:6]1[s:7][cH:8][cH:9][cH:10]1)=[O:11])[CH3:12]. Starting materials: CC(C)(C)c1ccccc1N, [K+], O=[N+]([O-])[O-], O, O=S(=O)(O)O. Yields the product CC(C)(C)c1ccc([N+](=O)[O-])cc1N. RXN SMILES: [C:6]([CH3:7])([CH3:8])([CH3:9])[c:10]1[c:11]([NH2:12])[cH:13][cH:14][cH:15][cH:16]1.[K+:21].[N+:17](=[O:18])([O-:19])[O-:20].[OH2:22].[S:1](=[O:2])(=[O:3])([OH:4])[OH:5]>>[C:6]([CH3:7])([CH3:8])([CH3:9])[c:10]1[c:11]([NH2:12])[cH:13][c:14]([N+:17](=[O:18])[O-:19])[cH:15][cH:16]1. RXN SMILES: [CH3:1][O:2][c:3]1[cH:4][c:5]2[c:6]([O:15][c:16]3[cH:17][cH:18][c:19]([NH2:22])[cH:20][cH:21]3)[cH:7][cH:8][n:9][c:10]2[cH:11][c:12]1[O:13][CH3:14].[CH3:36][c:37]1[cH:38][cH:39][cH:40][cH:41][cH:42]1.[Cl:23][c:24]1[cH:25][c:26]([N+:33](=[O:34])[O-:35])[c:27]([N:30]=[C:31]=[O:32])[cH:28][cH:29]1>>[CH3:1][O:2][c:3]1[cH:4][c:5]2[c:6]([O:15][c:16]3[cH:17][cH:18][c:19]([NH:22][C:31]([NH:30][c:27]4[c:26]([N+:33](=[O:34])[O-:35])[cH:25][c:24]([Cl:23])[cH:29][cH:28]4)=[O:32])[cH:20][cH:21]3)[cH:7][cH:8][n:9][c:10]2[cH:11][c:12]1[O:13][CH3:14]. The reactants are COc1cc2nccc(Oc3ccc(N)cc3)c2cc1OC, Cc1ccccc1, O=C=Nc1ccc(Cl)cc1[N+](=O)[O-]. The product is COc1cc2nccc(Oc3ccc(NC(=O)Nc4ccc(Cl)cc4[N+](=O)[O-])cc3)c2cc1OC. As a reaction SMILES: [Br:4][CH2:5][C:6](=[O:7])[c:8]1[cH:9][cH:10][c:11]([Cl:14])[cH:12][cH:13]1.[CH3:15][C:16](=[O:17])[OH:18].[CH3:19][CH2:20][OH:21].[Cl:23][CH2:24][Cl:25].[K:1][C:2]#[N:3].[OH2:22]>>[C:2](#[N:3])[CH2:5][C:6](=[O:7])[c:8]1[cH:9][cH:10][c:11]([Cl:14])[cH:12][cH:13]1. Product: N#CCC(=O)c1ccc(Cl)cc1. Reactants: O=C(CBr)c1ccc(Cl)cc1, CC(=O)O, CCO, ClCCl, N#C[K], O. Starting materials: COCC=1C=C(C(=O)OC)C=C(C1)I (methyl 3-(methoxymethyl)-5-iodobenzoate), CN(C=O)C (N,N-dimethylformamide). The reagents and catalysts are [C-]#N.[Zn+2].[C-]#N (zinc cyanide), C=1C=CC(=CC1)[P](C=2C=CC=CC2)(C=3C=CC=CC3)[Pd]([P](C=4C=CC=CC4)(C=5C=CC=CC5)C=6C=CC=CC6)([P](C=7C=CC=CC7)(C=8C=CC=CC8)C=9C=CC=CC9)[P](C=1C=CC=CC1)(C=1C=CC=CC1)C=1C=CC=CC1 (tetrakis(triphenylphosphine)palladium(0)). Solvent: C(C)(=O)OCC (ethyl acetate). Run at temperature 80 celsius. The product is C(#N)C=1C=C(C(=O)OC)C=C(C1)COC (methyl 3-cyano-5-(methoxymethyl)benzoate). Isolated yield 86.0%. RXN SMILES: [CH3:1][O:2][CH2:3][C:4]1[CH:5]=[C:6]([CH:11]=[C:12](I)[CH:13]=1)[C:7]([O:9][CH3:10])=[O:8].[CH3:15][N:16](C)C=O>C(OCC)(=O)C.[C-]#N.[Zn+2].[C-]#N.C1C=CC([P]([Pd]([P](C2C=CC=CC=2)(C2C=CC=CC=2)C2C=CC=CC=2)([P](C2C=CC=CC=2)(C2C=CC=CC=2)C2C=CC=CC=2)[P](C2C=CC=CC=2)(C2C=CC=CC=2)C2C=CC=CC=2)(C2C=CC=CC=2)C2C=CC=CC=2)=CC=1>[C:15]([C:12]1[CH:11]=[C:6]([CH:5]=[C:4]([CH2:3][O:2][CH3:1])[CH:13]=1)[C:7]([O:9][CH3:10])=[O:8])#[N:16] |f:3.4.5,^1:34,36,55,74|. Procedure details: After bubbling argon into a solution of methyl 3-(methoxymethyl)-5-iodobenzoate (316 mg, 1.03 mmol) in N,N-dimethylformamide (3 mL) for 5 minutes, zinc cyanide (133 mg, 1.13 mmol) and tetrakis(triphenylphosphine)palladium(0) (119 mg, 0.010 mmol) were added. The reaction mixture was heated at 80° C. for 15 minutes under argon. Following cooling, the reaction mixture was diluted with ethyl acetate and then the precipitate that formed was removed by filtration. The filtrate was washed with water an... The reactants are CCCCCCCCCc1ccc(C(C)=O)cc1, Cc1ccccc1, Nc1ccccc1, O, c1ccncc1. Product: CCCCCCCCCc1ccc(C(C)=Nc2ccccc2)cc1. As a reaction SMILES: [CH2:1]([CH2:2][CH2:3][CH2:4][CH2:5][CH2:6][CH2:7][CH2:8][CH3:9])[c:10]1[cH:11][cH:12][c:13]([C:16]([CH3:17])=[O:18])[cH:14][cH:15]1.[CH3:26][c:27]1[cH:28][cH:29][cH:30][cH:31][cH:32]1.[NH2:19][c:20]1[cH:21][cH:22][cH:23][cH:24][cH:25]1.[OH2:39].[cH:33]1[cH:34][cH:35][n:36][cH:37][cH:38]1>>[CH2:1]([CH2:2][CH2:3][CH2:4][CH2:5][CH2:6][CH2:7][CH2:8][CH3:9])[c:10]1[cH:11][cH:12][c:13]([C:16]([CH3:17])=[N:19][c:20]2[cH:21][cH:22][cH:23][cH:24][cH:25]2)[cH:14][cH:15]1. Starting materials: C(C1=CC=CC=C1)NC(=O)[C@@H]1OC(OC1)(C)C ((R)-N-benzyl-2,2-dimethyl-1,3-dioxolane-4-carboxamide), C(C)(=O)O (acetic acid). Product: C(C1=CC=CC=C1)NC([C@@H](COC)OC)=O ((R)-N-Benzyl-2,3-dimethoxypropionamide). Yield: 85.0%. Reaction SMILES: [CH2:1]([NH:8][C:9]([C@H:11]1[CH2:15][O:14][C:13](C)(C)[O:12]1)=[O:10])[C:2]1[CH:7]=[CH:6][CH:5]=[CH:4][CH:3]=1.[C:18](O)(=O)C>>[CH2:1]([NH:8][C:9](=[O:10])[C@H:11]([O:12][CH3:18])[CH2:15][O:14][CH3:13])[C:2]1[CH:3]=[CH:4][CH:5]=[CH:6][CH:7]=1. Procedure: A 50% aqueous acetic acid solution (30 mL) containing (R)-N-benzyl-2,2-dimethyl-1,3-dioxolane-4-carboxamide (1.22 g, 5.19 mmol) was heated at reflux (30 min). The solvents were evaporated in vacuo and the resulting residue was purified by silica gel column chromatography (10% MeOH-CHCl3) to obtain the desired product as a white solid (0.86 g, 85%); mp 83°-84° C., Rf 0.35 (10% MeOH-CHCl3); [α]23D=+35.4° (c=0.19, MeOH); IR (KBr) 3336, 1649, 1623, 1542, 1400, 1319, 1110, 1049, 972, 739, 697 cm-1 ; ... Reactants: C(C)(C)(C)OC(=O)N1C(=CC2=CC(=CC=C12)C(O[SiH2]C(C)(C)C)(C)C)C=1C(N(C=C(C1)N)COCC[Si](C)(C)C)=O (2-[5-Amino-2-oxo-1-(2-trimethylsilanyl-ethoxymethyl)-1,2-dihydro-pyridin-3-yl]-5-(tert-butyl-dimethyl-silanyloxymethyl)-indole-1-carboxylic acid tert-butyl ester), C1(=CC=CC=C1)[C@H](C)N1N=CC(=C1)C(=O)Cl (1-((S)-1-Phenyl-ethyl)-1H-pyrazole-4-carbonyl chloride), 2-[5-Amino-2-oxo-1-(2-trimethylsilanyl-ethoxymethyl)-1,2-dihydro-pyridin-3-yl]-5-(tert-butyl-dimethyl-silanyloxymethyl)-indole-1-carboxylic acid tert-butyl, intermediate ( 6h ). Product: O=C1C(=CC(=CN1)NC(=O)C=1C=NN(C1)[C@@H](C)C1=CC=CC=C1)C=1NC2=CC=C(C=C2C1)CN1CCCCC1 (1-((S)-1-Phenyl-ethyl)-1H-pyrazole-4-carboxylic acid [6-oxo-5-(5-piperidin-1-ylmethyl-1H-indol-2-yl)-1,6-dihydro-pyridin-3-yl]-amide). Reaction SMILES: C(OC([N:8]1[C:16]2[C:11](=[CH:12][C:13]([C:17](C)(C)O[SiH2]C(C)(C)C)=[CH:14][CH:15]=2)[CH:10]=[C:9]1[C:26]1[C:27](=[O:41])[N:28](COCC[Si](C)(C)C)[CH:29]=[C:30]([NH2:32])[CH:31]=1)=O)(C)(C)C.[C:42]1([C@@H:48]([N:50]2[CH:54]=[C:53]([C:55](Cl)=[O:56])[CH:52]=[N:51]2)[CH3:49])[CH:47]=[CH:46][CH:45]=[CH:44][CH:43]=1>>[O:41]=[C:27]1[NH:28][CH:29]=[C:30]([NH:32][C:55]([C:53]2[CH:52]=[N:51][N:50]([C@H:48]([C:42]3[CH:47]=[CH:46][CH:45]=[CH:44][CH:43]=3)[CH3:49])[CH:54]=2)=[O:56])[CH:31]=[C:26]1[C:9]1[NH:8][C:16]2[C:11]([CH:10]=1)=[CH:12][C:13]([CH2:17][N:28]1[CH2:29][CH2:30][CH2:31][CH2:26][CH2:27]1)=[CH:14][CH:15]=2. Procedure details: The title compound was prepared by the route outlined in Scheme 8, following the same experimental procedures as for Example 37, reacting intermediate (8d), 2-[5-Amino-2-oxo-1-(2-trimethylsilanyl-ethoxymethyl)-1,2-dihydro-pyridin-3-yl]-5-(tert-butyl-dimethyl-silanyloxymethyl)-indole-1-carboxylic acid tert-butyl with intermediate (6h), 1-((S)-1-Phenyl-ethyl)-1H-pyrazole-4-carbonyl chloride in the coupling step as described for Example 160. Reaction SMILES: ClC1C=CC=C(C(OO)=[O:9])C=1.[CH3:12][S:13]([C:15]1[CH:20]=[CH:19][C:18]([C:21]2[N:22]=[C:23]([CH3:38])[N:24]([C:26]3[CH:27]=[C:28]4[C:33](=[C:34]([CH3:36])[CH:35]=3)[NH:32][C:31](=[O:37])[CH:30]=[CH:29]4)[CH:25]=2)=[CH:17][CH:16]=1)=[O:14].C(=O)([O-])[O-].[Na+].[Na+]>ClCCl>[CH3:12][S:13]([C:15]1[CH:20]=[CH:19][C:18]([C:21]2[N:22]=[C:23]([CH3:38])[N:24]([C:26]3[CH:27]=[C:28]4[C:33](=[C:34]([CH3:36])[CH:35]=3)[NH:32][C:31](=[O:37])[CH:30]=[CH:29]4)[CH:25]=2)=[CH:17][CH:16]=1)(=[O:9])=[O:14] |f:2.3.4|. The solvent is ClCCl (dichloromethane). Reported procedure: meta-Chloroperbenzoic acid (0.11 g) was added to a stirred solution of 6-(4-[4-methylsulphinylphenyl]-2-methyl-imidazol-1-yl)-8-methyl-2-(1H)-quinolone (0.14 g) in dichloromethane (20 cm3) at room temperature. After 30 minutes the mixture was poured into saturated sodium carbonate solution (30 cm3) and extracted with dichloromethane (3×30 cm3). The combined and dried (MgSO4) extracts were evaporated in vacuo to give a residue which was chromatographed on silica (Merck "MK 60.9385" [Trade Mark]) ... Reactants: ClC1=CC(=CC=C1)C(=O)OO (meta-Chloroperbenzoic acid), CS(=O)C1=CC=C(C=C1)C=1N=C(N(C1)C=1C=C2C=CC(NC2=C(C1)C)=O)C (6-(4-[4-methylsulphinylphenyl]-2-methyl-imidazol-1-yl)-8-methyl-2-(1H)-quinolone), C([O-])([O-])=O.[Na+].[Na+] (sodium carbonate). The product is CS(=O)(=O)C1=CC=C(C=C1)C=1N=C(N(C1)C=1C=C2C=CC(NC2=C(C1)C)=O)C (6-(4-[4-methylsulphonylphenyl]-2-methyl-imidazol-1-yl)-8-methyl-2-(1H)-quinolone).